From a dataset of the Open Reaction Database (ORD), a public repository of structured organic reaction records. describe an organic reaction: reactants, conditions, products, and yield The reactants are ClC1=CC=C(C=C1)C1CN(CC2=CC(=CC=C12)C=1N=NC(=CC1)C(F)(F)F)C (4-(4-chlorophenyl)-2-methyl-7-(6-(trifluoromethyl)pyridazin-3-yl)-1,2,3,4-tetrahydroisoquinoline), CN(C)C1=CC=CC2=C1C(=CC=C2)N(C)C (proton sponge), ClC(=O)OC(C)Cl (1-chloroethyl chloroformate), resultant mixture. Solvent: ClCCCl (1,2-dichloroethane). Product: ClC1=CC=C(C=C1)C1CNCC2=CC(=CC=C12)C=1N=NC(=CC1)C(F)(F)F (4-(4-chlorophenyl)-7-(6-(trifluoromethyl)pyridazin-3-yl)-1,2,3,4-tetrahydroisoquinoline). Isolated yield 33.2%. As a reaction SMILES: [Cl:1][C:2]1[CH:7]=[CH:6][C:5]([CH:8]2[C:17]3[C:12](=[CH:13][C:14]([C:18]4[N:19]=[N:20][C:21]([C:24]([F:27])([F:26])[F:25])=[CH:22][CH:23]=4)=[CH:15][CH:16]=3)[CH2:11][N:10](C)[CH2:9]2)=[CH:4][CH:3]=1.CN(C1C2C(N(C)C)=CC=CC=2C=CC=1)C.ClC(OC(Cl)C)=O>ClCCCl>[Cl:1][C:2]1[CH:7]=[CH:6][C:5]([CH:8]2[C:17]3[C:12](=[CH:13][C:14]([C:18]4[N:19]=[N:20][C:21]([C:24]([F:25])([F:26])[F:27])=[CH:22][CH:23]=4)=[CH:15][CH:16]=3)[CH2:11][NH:10][CH2:9]2)=[CH:4][CH:3]=1. Reported procedure: To a solution of 4-(4-chlorophenyl)-2-methyl-7-(6-(trifluoromethyl)pyridazin-3-yl)-1,2,3,4-tetrahydroisoquinoline (69 mg, 0.17 mmol) in 1,2-dichloroethane (5 mL) at 0° C. was added proton sponge (37 mg, 0.17 mmol) and 1-chloroethyl chloroformate (56 μL, 0.51 mmol) dropwise. The resultant mixture was stirred at 0° C. for one hour and then heated at reflux for 1.5 hours. After concentrating the mixture in vacuo, the crude intermediate was taken up in methanol (5.0 mL) and heated at reflux for 1 ho... The reactants are O=C1CCC(=O)N1Br, COc1ccc(Nc2nc(N3CCC(O)(CO)CC3)nc3cc[nH]c(=O)c23)cc1C(F)(F)F. Product: COc1ccc(Nc2nc(N3CCC(O)(CO)CC3)nc3c(Br)c[nH]c(=O)c23)cc1C(F)(F)F. Reaction SMILES: [Br:34][N:35]1[C:36](=[O:37])[CH2:38][CH2:39][C:40]1=[O:41].[OH:1][C:2]1([CH2:32][OH:33])[CH2:3][CH2:4][N:5]([c:8]2[n:9][c:10]([NH:19][c:20]3[cH:21][c:22]([C:28]([F:29])([F:30])[F:31])[c:23]([O:26][CH3:27])[cH:24][cH:25]3)[c:11]3[c:12]([n:13]2)[cH:14][cH:15][nH:16][c:17]3=[O:18])[CH2:6][CH2:7]1>>[OH:1][C:2]1([CH2:32][OH:33])[CH2:3][CH2:4][N:5]([c:8]2[n:9][c:10]([NH:19][c:20]3[cH:21][c:22]([C:28]([F:29])([F:30])[F:31])[c:23]([O:26][CH3:27])[cH:24][cH:25]3)[c:11]3[c:12]([n:13]2)[c:14]([Br:34])[cH:15][nH:16][c:17]3=[O:18])[CH2:6][CH2:7]1. The reactants are Cl.BrC1=CC=C(CC2NCCC3=CC(=C(C=C23)OC)OC)C=C1 (1-(4-bromo-benzyl)-6,7-dimethoxy-1,2,3,4-tetrahydro-isoquinoline hydrochloride), [OH-].[Na+] (NaOH), C1=CC=C(C=C1)P(C2=CC=CC=C2)C3=CC=CC=C3 (PPh3), C(=O)([O-])[O-].[Na+].[Na+] (Na2CO3), CC1=CC=C(C=C1)B(O)O (4-Methyl-phenyl-boronic acid), O.O.C(C(=O)O)(=O)O (oxalic acid dihydrate). Reagents/catalysts: CC(=O)[O-].CC(=O)[O-].[Pd+2] (Pd(OAc)2). The solvent is C(Cl)Cl (CH2Cl2). Yields the product C(C(=O)O)(=O)O.COC=1C=C2CCNC(C2=CC1OC)CC1=CC=C(C=C1)C1=CC=C(C=C1)C (6,7-dimethoxy-1-(4′-methyl-biphenyl-4-ylmethyl)-1,2,3,4-tetrahydro-isoquinoline oxalate). Reaction SMILES: Cl.Br[C:3]1[CH:23]=[CH:22][C:6]([CH2:7][CH:8]2[C:17]3[C:12](=[CH:13][C:14]([O:20][CH3:21])=[C:15]([O:18][CH3:19])[CH:16]=3)[CH2:11][CH2:10][NH:9]2)=[CH:5][CH:4]=1.[OH-].[Na+].[CH3:26][C:27]1[CH:32]=[CH:31][C:30](B(O)O)=[CH:29][CH:28]=1.C1C=CC(P(C2C=CC=CC=2)C2C=CC=CC=2)=CC=1.C([O-])([O-])=O.[Na+].[Na+].O.O.[C:63]([OH:68])(=[O:67])[C:64]([OH:66])=[O:65]>CC([O-])=O.CC([O-])=O.[Pd+2].C(Cl)Cl>[C:63]([OH:68])(=[O:67])[C:64]([OH:66])=[O:65].[CH3:21][O:20][C:14]1[CH:13]=[C:12]2[C:17](=[CH:16][C:15]=1[O:18][CH3:19])[CH:8]([CH2:7][C:6]1[CH:22]=[CH:23][C:3]([C:30]3[CH:31]=[CH:32][C:27]([CH3:26])=[CH:28][CH:29]=3)=[CH:4][CH:5]=1)[NH:9][CH2:10][CH2:11]2 |f:0.1,2.3,6.7.8,9.10.11,12.13.14,16.17|. Procedure: 6,7-dimethoxy-1-(4′-methyl-biphenyl-4-ylmethyl)-1,2,3,4-tetrahydro-isoquinoline oxalate (36) was prepared as follows: 1-(4-bromo-benzyl)-6,7-dimethoxy-1,2,3,4-tetrahydro-isoquinoline hydrochloride (0.452 g, 1 mmol) was added to a mixture of 20 mL CH2Cl2 and 20 ml of 1N NaOH. The reaction mixture was stirred at room temperature. After dissolving of precipitate organic phase was separated, dried over Na2SO4, filtered and evaporated. A residue was dissolved in 6 mL i-PrOH. 4-Methyl-phenyl-boronic a... Starting materials: C(#N)C=1C(=C2C=CN(C2=CC1)CC(=O)O)C(F)(F)F ([5-cyano-4-(trifluoromethyl)-1H-indol-1-yl]acetic acid), ONC(=N)C1=CC(=CC(=C1)C(F)(F)F)C(F)(F)F (N-hydroxy-3,5-bis(trifluoromethyl)benzenecarboximidamide). Yields the product FC(C=1C=C(C=C(C1)C(F)(F)F)C1=NOC(=N1)CN1C=CC2=C(C(=CC=C12)C#N)C(F)(F)F)(F)F (1-({3-[3,5-bis(Trifluoromethyl)phenyl]-1,2,4-oxadiazol-5-yl}methyl)-4-(trifluoromethyl)-1H-indole-5-carbonitrile). Reaction SMILES: [C:1]([C:3]1[C:4]([C:16]([F:19])([F:18])[F:17])=[C:5]2[C:9](=[CH:10][CH:11]=1)[N:8]([CH2:12][C:13]([OH:15])=O)[CH:7]=[CH:6]2)#[N:2].O[NH:21][C:22]([C:24]1[CH:29]=[C:28]([C:30]([F:33])([F:32])[F:31])[CH:27]=[C:26]([C:34]([F:37])([F:36])[F:35])[CH:25]=1)=[NH:23]>>[F:31][C:30]([F:32])([F:33])[C:28]1[CH:29]=[C:24]([C:22]2[N:23]=[C:13]([CH2:12][N:8]3[C:9]4[C:5](=[C:4]([C:16]([F:19])([F:18])[F:17])[C:3]([C:1]#[N:2])=[CH:11][CH:10]=4)[CH:6]=[CH:7]3)[O:15][N:21]=2)[CH:25]=[C:26]([C:34]([F:37])([F:36])[F:35])[CH:27]=1. Procedure details: Synthesized as described in Example 37 from [5-cyano-4-(trifluoromethyl)-1H-indol-1-yl]acetic acid and N-hydroxy-3,5-bis(trifluoromethyl)benzenecarboximidamide: MS (ES) m/z 503 (M−1). Starting materials: solution, C(C1=CC=CC=C1)N1N=CC2=C(C=CC=C12)NC(=O)C1=CN=C2N1C=C(C=C2)C=C (N-(1-benzyl-1H-indazol-4-yl)-6-vinylimidazo[1,2-a]pyridine-3-carboxamide), C[N+]1(CCOCC1)[O-] (N-methylmorpholine N-oxide), CC(=O)C.O (acetone water). Reagents/catalysts: [Os](=O)(=O)(=O)=O (osmium tetroxide), [Os](=O)(=O)(=O)=O (osmium tetroxide). Solvent: C(C)(C)(C)O (t-butanol), C(C)(=O)OCC (ethyl acetate). Run at time 24 hour. The product is C(C1=CC=CC=C1)N1N=CC2=C(C=CC=C12)NC(=O)C1=CN=C2N1C=C(C=C2)C(CO)O (N-(1-benzyl-1H-indazol-4-yl)-6-(1,2-dihydroxyethyl)imidazo[1,2-a]pyridine-3-carboxamide). As a reaction SMILES: [CH2:1]([N:8]1[C:16]2[C:11](=[C:12]([NH:17][C:18]([C:20]3[N:24]4[CH:25]=C(C=C)[CH:27]=[CH:28][C:23]4=[N:22][CH:21]=3)=[O:19])[CH:13]=[CH:14][CH:15]=2)[CH:10]=[N:9]1)[C:2]1[CH:7]=[CH:6][CH:5]=[CH:4][CH:3]=1.C[N+]1([O-])CC[O:35]CC1.[CH3:39][C:40]([CH3:42])=[O:41].O>C(O)(C)(C)C.C(OCC)(=O)C.[Os](=O)(=O)(=O)=O>[CH2:1]([N:8]1[C:16]2[C:11](=[C:12]([NH:17][C:18]([C:20]3[N:24]4[CH:25]=[C:39]([CH:40]([OH:41])[CH2:42][OH:35])[CH:27]=[CH:28][C:23]4=[N:22][CH:21]=3)=[O:19])[CH:13]=[CH:14][CH:15]=2)[CH:10]=[N:9]1)[C:2]1[CH:7]=[CH:6][CH:5]=[CH:4][CH:3]=1 |f:2.3|. Reported procedure: A mixture of N-(1-benzyl-1H-indazol-4-yl)-6-vinylimidazo[1,2-a]pyridine-3-carboxamide (63 mg; 0.16 mmol), osmium tetroxide (0.008 mmol; 2.5% solution in t-butanol) and N-methylmorpholine N-oxide (21 mg; 0.18 mmol) in acetone/water (3:2; 1 mL) was stirred at ambient temperature for 24 hours. Additional osmium tetroxide was added (250 μL of a 2.5% solution in t-butanol) and the mixture was stirred for an additional 24 hours. The mixture was diluted with ethyl acetate and solids were isolated by fi... RXN SMILES: [Cl:1][C:2]1[N:10]=[C:9]([NH2:11])[N:8]=[C:7]2[C:3]=1[N:4]=[CH:5][NH:6]2.[CH3:12][O:13][C:14]1[CH:15]=[C:16]([CH:20]=[C:21]([O:25][CH3:26])[C:22]=1[O:23][CH3:24])[C:17](Cl)=[O:18]>N1C=CC=CC=1>[NH2:11][C:9]1[N:8]=[C:7]2[C:3]([N:4]=[CH:5][N:6]2[C:17]([C:16]2[CH:20]=[C:21]([O:25][CH3:26])[C:22]([O:23][CH3:24])=[C:14]([O:13][CH3:12])[CH:15]=2)=[O:18])=[C:2]([Cl:1])[N:10]=1. Procedure: A solution of 6-chloro-9H-purin-2-ylamine in pyridine was treated with 3,4,5-trimethoxybenzoyl chloride at r.t. for 2 h. Work-up and purification by preparative TLC (EtOAc:hexane 1:1) gave the title compound. HPLC Rt: 5.305 min. 1H-NMR (CDCl3): δ 8.24 (s, 1H), 7.13 (s, 2H), 5.36 (s, 2H), 3.99 (s, 3H), 3.88 (s, 6H). Product: NC1=NC(=C2N=CN(C2=N1)C(=O)C1=CC(=C(C(=C1)OC)OC)OC)Cl ((2-amino-6-chloro-purin-9-yl)-(3,4,5-trimethoxy-phenyl)-methanone). Solvent: N1=CC=CC=C1 (pyridine). Reactants: ClC1=C2N=CNC2=NC(=N1)N (6-chloro-9H-purin-2-ylamine), COC=1C=C(C(=O)Cl)C=C(C1OC)OC (3,4,5-trimethoxybenzoyl chloride). Starting materials: C1CCOC1, OCc1cn(Cc2ccc(OCc3coc(-c4ccccc4)n3)cc2)nc1-c1cccs1. The product is O=Cc1cn(Cc2ccc(OCc3coc(-c4ccccc4)n3)cc2)nc1-c1cccs1. Reaction SMILES: [O:33]1[CH2:34][CH2:35][CH2:36][CH2:37]1.[c:1]1(-[c:7]2[o:8][cH:9][c:10]([CH2:12][O:13][c:14]3[cH:15][cH:16][c:17]([CH2:18][n:19]4[n:20][c:21](-[c:26]5[s:27][cH:28][cH:29][cH:30]5)[c:22]([CH2:24][OH:25])[cH:23]4)[cH:31][cH:32]3)[n:11]2)[cH:2][cH:3][cH:4][cH:5][cH:6]1>>[c:1]1(-[c:7]2[o:8][cH:9][c:10]([CH2:12][O:13][c:14]3[cH:15][cH:16][c:17]([CH2:18][n:19]4[n:20][c:21](-[c:26]5[s:27][cH:28][cH:29][cH:30]5)[c:22]([CH:24]=[O:25])[cH:23]4)[cH:31][cH:32]3)[n:11]2)[cH:2][cH:3][cH:4][cH:5][cH:6]1. Starting materials: CCOC(=O)CC(Cc1cccc(OC)c1OC)c1ccccc1, CO, [Na+], [OH-]. The product is COc1ccc2c(c1OC)CC(c1ccccc1)CC2=O. RXN SMILES: [CH3:1][O:2][c:3]1[c:4]([CH2:11][CH:12]([CH2:13][C:14]([O:16][CH2:15][CH3:17])=[O:18])[c:19]2[cH:20][cH:21][cH:22][cH:23][cH:24]2)[cH:5][cH:6][cH:7][c:8]1[O:9][CH3:10].[CH3:27][OH:28].[Na+:26].[OH-:25]>>[CH3:1][O:2][c:3]1[c:4]2[c:5]([cH:6][cH:7][c:8]1[O:9][CH3:10])[C:14](=[O:16])[CH2:13][CH:12]([c:19]1[cH:20][cH:21][cH:22][cH:23][cH:24]1)[CH2:11]2.